From a dataset of the Open Reaction Database (ORD), a public repository of structured organic reaction records. describe an organic reaction: reactants, conditions, products, and yield Starting materials: Br, Br, CC(=O)O, COC(=O)c1cc(C(C)=O)ccc1Cl, CC(=O)O. Product: COC(=O)c1cc(C(=O)CBr)ccc1Cl. As a reaction SMILES: [Br:15].[BrH:20].[C:16]([OH:17])(=[O:18])[CH3:19].[CH3:1][O:2][C:3]([c:4]1[c:5]([Cl:13])[cH:6][cH:7][c:8]([C:10]([CH3:11])=[O:12])[cH:9]1)=[O:14].[CH3:21][C:22](=[O:23])[OH:24]>>[CH3:1][O:2][C:3]([c:4]1[c:5]([Cl:13])[cH:6][cH:7][c:8]([C:10]([CH2:11][Br:20])=[O:12])[cH:9]1)=[O:14]. Reactants: CCCCn1cccc1CC, Cc1ccccc1, O=C(Cl)c1cccc([N+](=O)[O-])c1. Yields the product CCCCn1c(CC)ccc1C(=O)c1cccc([N+](=O)[O-])c1. Reaction SMILES: [CH2:1]([CH2:2][CH2:3][CH3:4])[n:5]1[c:6]([CH2:10][CH3:11])[cH:7][cH:8][cH:9]1.[CH3:24][c:25]1[cH:26][cH:27][cH:28][cH:29][cH:30]1.[N+:12](=[O:13])([O-:14])[c:15]1[cH:16][c:17]([C:18](=[O:19])[Cl:20])[cH:21][cH:22][cH:23]1>>[CH2:1]([CH2:2][CH2:3][CH3:4])[n:5]1[c:6]([CH2:10][CH3:11])[cH:7][cH:8][c:9]1[C:18]([c:17]1[cH:16][c:15]([N+:12](=[O:13])[O-:14])[cH:23][cH:22][cH:21]1)=[O:19]. Reactants: CC(=O)c1ccc(C(=O)O)cc1, CNC, CCN=C=NCCCN(C)C, CC#N, CCN(C(C)C)C(C)C, Cl, O, On1nnc2ccccc21. Product: CC(=O)c1ccc(C(=O)N(C)C)cc1. Reaction SMILES: [C:1]([CH3:2])(=[O:3])[c:4]1[cH:5][cH:6][c:7]([C:8](=[O:9])[OH:10])[cH:11][cH:12]1.[CH3:13][NH:14][CH3:15].[CH3:17][N:18]([CH3:19])[CH2:20][CH2:21][CH2:22][N:23]=[C:24]=[N:25][CH2:26][CH3:27].[CH3:48][C:49]#[N:50].[CH:39]([N:40]([CH2:41][CH3:42])[CH:43]([CH3:44])[CH3:45])([CH3:46])[CH3:47].[ClH:16].[OH2:28].[OH:29][n:30]1[c:31]2[cH:32][cH:33][cH:34][cH:35][c:36]2[n:37][n:38]1>>[C:1]([CH3:2])(=[O:3])[c:4]1[cH:5][cH:6][c:7]([C:8](=[O:9])[N:14]([CH3:13])[CH3:15])[cH:11][cH:12]1. The reactants are ClCC1=CC=C(C(=O)NC2=C(C=CC=C2)OC)C=C1 (4-chloromethyl-N-(2-methoxyphenyl)benzamide), CNC (dimethylamine). Run in O1CCOCC1 (dioxane). Conditions: temperature 80 celsius, time 2.5 hour. Yields the product COC1=C(C=CC=C1)NC(C1=CC=C(C=C1)CN(C)C)=O (N-(2-Methoxyphenyl)-4-dimethylaminomethylbenzamide). The yield is 100.0%. RXN SMILES: Cl[CH2:2][C:3]1[CH:19]=[CH:18][C:6]([C:7]([NH:9][C:10]2[CH:15]=[CH:14][CH:13]=[CH:12][C:11]=2[O:16][CH3:17])=[O:8])=[CH:5][CH:4]=1.[CH3:20][NH:21][CH3:22]>O1CCOCC1>[CH3:17][O:16][C:11]1[CH:12]=[CH:13][CH:14]=[CH:15][C:10]=1[NH:9][C:7](=[O:8])[C:6]1[CH:18]=[CH:19][C:3]([CH2:2][N:21]([CH3:22])[CH3:20])=[CH:4][CH:5]=1. Reported procedure: In an atmosphere of argon, 4-chloromethyl-N-(2-methoxyphenyl)benzamide (276 mg, 1.0 mmol) was put into a 25 ml capacity eggplant type flask equipped with a cold finger and dissolved in dioxane (3 ml), followed by the addition of 50% dimethylamine aqueous solution (3 ml) at room temperature. After 2.5 hours of stirring at 80° C. and subsequent removal of dioxane by evaporation, the resulting residue was diluted with ethyl acetate (30 ml). The thus diluted solution was dried on anhydrous sodium ca...